This data is from the Open Reaction Database (ORD), a public repository of structured organic reaction records. The task is: describe an organic reaction: reactants, conditions, products, and yield Reactants: Cc1cc(Br)cc(C)c1NC(=O)CC1CCCC1, O=C([O-])[O-], Cc1ccccc1, O=C(C=Cc1ccccc1)C=Cc1ccccc1, [Cs+], [Cs+], [Cu+2], O=S(=O)([O-])C(F)(F)F, O=S(=O)([O-])C(F)(F)F, c1cnc2c(c1)ccc1cccnc12, c1cc[nH]c1. The product is Cc1cc(-n2cccc2)cc(C)c1NC(=O)CC1CCCC1. As a reaction SMILES: [Br:44][c:45]1[cH:46][c:47]([CH3:61])[c:48]([NH:52][C:53]([CH2:54][CH:55]2[CH2:56][CH2:57][CH2:58][CH2:59]2)=[O:60])[c:49]([CH3:51])[cH:50]1.[C:33](=[O:34])([O-:35])[O-:36].[CH3:62][c:63]1[cH:64][cH:65][cH:66][cH:67][cH:68]1.[CH:1](=[CH:2][C:3]([CH:4]=[CH:5][c:6]1[cH:7][cH:8][cH:9][cH:10][cH:11]1)=[O:12])[c:13]1[cH:14][cH:15][cH:16][cH:17][cH:18]1.[Cs+:37].[Cs+:38].[Cu+2:77].[F:69][C:70]([F:71])([F:72])[S:73]([O-:74])(=[O:75])=[O:76].[F:78][C:79]([F:80])([F:81])[S:82]([O-:83])(=[O:84])=[O:85].[cH:19]1[cH:20][c:21]2[cH:22][cH:23][c:24]3[c:25]([c:26]2[n:27][cH:28]1)[n:29][cH:30][cH:31][cH:32]3.[nH:39]1[cH:40][cH:41][cH:42][cH:43]1>>[n:39]1(-[c:45]2[cH:46][c:47]([CH3:61])[c:48]([NH:52][C:53]([CH2:54][CH:55]3[CH2:56][CH2:57][CH2:58][CH2:59]3)=[O:60])[c:49]([CH3:51])[cH:50]2)[cH:40][cH:41][cH:42][cH:43]1. Starting materials: OCCNN1SC(=CN1)C=1N(C(=CN1)[N+](=O)[O-])C (2-[2-(Hydroxyethylamino)-5-thiadiazolyl]-1-methyl- 5-nitroimidazole), N1CCCCC1 (piperidine), compound. The solvent is O1CCOCC1 (dioxane). The product is N1(CCCCC1)N1SC(=CN1)C=1N(C(=CN1)[N+](=O)[O-])C (2-(2-Piperidino-5-thiadiazolyl)-1-methyl-5-nitroimidazole). As a reaction SMILES: O[CH2:2][CH2:3][NH:4][N:5]1[NH:9][CH:8]=[C:7]([C:10]2[N:11]([CH3:18])[C:12]([N+:15]([O-:17])=[O:16])=[CH:13][N:14]=2)[S:6]1.N1CC[CH2:22][CH2:21][CH2:20]1>O1CCOCC1>[N:4]1([N:5]2[NH:9][CH:8]=[C:7]([C:10]3[N:11]([CH3:18])[C:12]([N+:15]([O-:17])=[O:16])=[CH:13][N:14]=3)[S:6]2)[CH2:22][CH2:21][CH2:20][CH2:2][CH2:3]1. Procedure details: A mixture composed of 7.4 g. of 2-(2-chloro-5-thiadiazolyl)-1-methyl-5-nitroimidazole (Example 16), 6 g. of piperidine, and 200 ml. of dioxane is stirred at room temperture for 24 hours, and then taken to dryness under reduced pressure. The residue is shaken with 100 ml. of water and the insoluble portion collected and dried. Recrystallization from 150 ml. of 2-methoxyethanol gives 7.6 g. of the subject compound melting at 212°-213° C.